This data is from the Open Reaction Database (ORD), a public repository of structured organic reaction records. The task is: describe an organic reaction: reactants, conditions, products, and yield Reactants: N1N=NC2=C1C=CC=C2 (Benzotriazole), C1(=CC=C(C=C1)S(=O)(=O)O)C (p-toluenesulfonic acid), ClC1=CC=C(C(=O)N)C=C1 (4-chlorobenzamide), CC(CC=O)C (3-methylbutanal). Yields the product N1(N=NC2=C1C=CC=C2)C(CC(C)C)NC(C2=CC=C(C=C2)Cl)=O (N-[1-(1H-1,2,3-benzotriazol-1-yl)-3-methylbutyl]-4-chlorobenzamide). Reaction SMILES: [NH:1]1[C:5]2[CH:6]=[CH:7][CH:8]=[CH:9][C:4]=2[N:3]=[N:2]1.[Cl:10][C:11]1[CH:19]=[CH:18][C:14]([C:15]([NH2:17])=[O:16])=[CH:13][CH:12]=1.[CH3:20][CH:21]([CH3:25])[CH2:22][CH:23]=O.C1(C)C=CC(S(O)(=O)=O)=CC=1>>[N:1]1([CH:23]([NH:17][C:15](=[O:16])[C:14]2[CH:18]=[CH:19][C:11]([Cl:10])=[CH:12][CH:13]=2)[CH2:22][CH:21]([CH3:25])[CH3:20])[C:5]2[CH:6]=[CH:7][CH:8]=[CH:9][C:4]=2[N:3]=[N:2]1. Reported procedure: Benzotriazole, 4-chlorobenzamide, 3-methylbutanal, and p-toluenesulfonic acid were processed as in Example 53A to provide the desired product. Starting materials: Cl, Clc1ccc(C(CC2OCCO2)Cn2ccnc2)cc1Cl. Yields the product O=CCC(Cn1ccnc1)c1ccc(Cl)c(Cl)c1. Reaction SMILES: [ClH:22].[n:1]1([CH2:6][CH:7]([CH2:8][CH:9]2[O:10][CH2:13][CH2:12][O:11]2)[c:14]2[cH:15][c:16]([Cl:21])[c:17]([Cl:20])[cH:18][cH:19]2)[cH:2][n:3][cH:4][cH:5]1>>[n:1]1([CH2:6][CH:7]([CH2:8][CH:9]=[O:10])[c:14]2[cH:15][c:16]([Cl:21])[c:17]([Cl:20])[cH:18][cH:19]2)[cH:2][n:3][cH:4][cH:5]1. Reactants: C(CCC)C1=NOC(=C1/C=C/C=1SC(=C(N1)C)C(=O)O)C (2-[(E)-2-(3-butyl-5-methyl-isoxazol-4-yl)-vinyl]-4-methyl-thiazole-5-carboxylic acid), C1(CC1)N (cyclopropylamine). The product is C1(CC1)NC(=O)C1=C(N=C(S1)\C=C\C=1C(=NOC1C)CCCC)C (2-[(E)-2-(3-Butyl-5-methyl-isoxazol-4-yl)-vinyl]-4-methyl-thiazole-5-carboxylic acid cyclopropylamide). Isolated yield 44.0%. Reaction SMILES: [CH2:1]([C:5]1[C:9](/[CH:10]=[CH:11]/[C:12]2[S:13][C:14]([C:18]([OH:20])=O)=[C:15]([CH3:17])[N:16]=2)=[C:8]([CH3:21])[O:7][N:6]=1)[CH2:2][CH2:3][CH3:4].[CH:22]1([NH2:25])[CH2:24][CH2:23]1>>[CH:22]1([NH:25][C:18]([C:14]2[S:13][C:12](/[CH:11]=[CH:10]/[C:9]3[C:5]([CH2:1][CH2:2][CH2:3][CH3:4])=[N:6][O:7][C:8]=3[CH3:21])=[N:16][C:15]=2[CH3:17])=[O:20])[CH2:24][CH2:23]1. Procedure details: As described for example 104, 2-[(E)-2-(3-butyl-5-methyl-isoxazol-4-yl)-vinyl]-4-methyl-thiazole-5-carboxylic acid (153 mg, 0.5 mmol) was converted, using cyclopropylamine instead of rac-2-amino-1-butanol, to the title compound (76 mg, 44%) which was obtained as a light yellow solid after purification by chromatography (silica, 50 to 100% ethyl acetate in heptane). MS: m/e=346.2 [M+H]+.